Dataset: the Open Reaction Database (ORD), a public repository of structured organic reaction records. Task: describe an organic reaction: reactants, conditions, products, and yield Reactants: C1(CC1)C1NCCC2=CC(=C(C=C12)OC)OC (1.2,3,4-tetrahydro-1-cyclopropyl-6,7-dimethoxy- isoquinoline), C(C(C)C)(=O)Cl (isobutyryl chloride), C1(CC1)C(=O)Cl (cyclopropylcarbonyl chloride). The product is C(C)(C)C1NCCC2=CC(=C(C=C12)OC)OC (1,2,3,4-Tetrahydro-1-isopropyl-6,7-dimethoxyisoquinoline). Reaction SMILES: [CH:1]1([CH:4]2[C:13]3[C:8](=[CH:9][C:10]([O:16][CH3:17])=[C:11]([O:14][CH3:15])[CH:12]=3)[CH2:7][CH2:6][NH:5]2)[CH2:3][CH2:2]1.C(Cl)(=O)C(C)C.C1(C(Cl)=O)CC1>>[CH:1]([CH:4]1[C:13]2[C:8](=[CH:9][C:10]([O:16][CH3:17])=[C:11]([O:14][CH3:15])[CH:12]=2)[CH2:7][CH2:6][NH:5]1)([CH3:3])[CH3:2]. Procedure: 1,2,3,4-Tetrahydro-1-isopropyl-6,7-dimethoxyisoquinoline was prepared by a procedure analogous to that described in example 4 for 1.2,3,4-tetrahydro-1-cyclopropyl-6,7-dimethoxy- isoquinoline but substituting in the first step isobutyryl chloride for cyclopropylcarbonyl chloride. Reactants: CC(=N)NS(=O)(=O)c1cc(I)cc(C#N)c1, Clc1ccccc1, Nc1ccccc1. Product: CC(=Nc1ccccc1)NS(=O)(=O)c1cc(I)cc(C#N)c1. As a reaction SMILES: [C:1](#[N:2])[c:3]1[cH:4][c:5]([S:10](=[O:11])(=[O:12])[NH:13][C:14]([CH3:15])=[NH:16])[cH:6][c:7]([I:9])[cH:8]1.[Cl:24][c:25]1[cH:26][cH:27][cH:28][cH:29][cH:30]1.[NH2:17][c:18]1[cH:19][cH:20][cH:21][cH:22][cH:23]1>>[C:1](#[N:2])[c:3]1[cH:4][c:5]([S:10](=[O:11])(=[O:12])[NH:13][C:14]([CH3:15])=[N:16][c:18]2[cH:19][cH:20][cH:21][cH:22][cH:23]2)[cH:6][c:7]([I:9])[cH:8]1. As a reaction SMILES: [CH:1]([O:4]P(O)OC(C)C)(C)[CH3:2].[CH3:11][NH:12][C:13]1[CH:18]=[CH:17][CH:16]=[CH:15][CH:14]=1>>[CH3:11][N:12]([C:1](=[O:4])[CH3:2])[C:13]1[CH:18]=[CH:17][CH:16]=[CH:15][CH:14]=1. The yield is 53.0%. Product: CN(C1=CC=CC=C1)C(C)=O (N-methylacetanilide). The reactants are C(C)(C)OP(OC(C)C)O (phosphorous diisopropyl ester), CNC1=CC=CC=C1 (N-methylaniline). Procedure: Example 34 was repeated, except that 0.05 mole of phosphorous diisopropyl ester was used in place of phosphorous monoethyl ester and 0.05 mole of N-methylaniline was used in place of aniline, to obtain N-methylacetanilide, yield 53% based on N-methylaniline. Reactants: N(=NC(=O)OC(C)C)C(=O)OC(C)C (Diisopropyl azodicarboxylate), ClC1=C(C(=C(C=C1F)F)Cl)C(C)O (1-(2,6-Dichloro-3,5-difluorophenyl)ethanol), C(C)(C)(C)OC(=O)N1CCC(CC1)N1N=CC(=C1)C1=COC2=C1C=NC(=C2O)[N+](=O)[O-] (4-[4-(7-Hydroxy-6-nitrofuro[3,2-c]pyridin-3-yl)-pyrazol-1-yl]-piperidine-1-carboxylic acid tert-butyl ester), C1=CC=C(C=C1)P(C2=CC=CC=C2)C3=CC=CC=C3 (PPh3), CC(C)OC(=O)/N=N/C(=O)OC(C)C (DIAD). Run in C1CCOC1 (THF). Run at temperature 40 celsius. The product is ClC1=C(C(=C(C=C1F)F)Cl)C(C)OC=1C2=C(C=NC1[N+](=O)[O-])C(=CO2)C=2C=NN(C2)C2CCN(CC2)C(=O)OC(C)(C)C (tert-Butyl 4-(4-{7-[1-(2,6-dichloro-3,5-difluorophenyl)ethoxy]-6-nitrofuro[3,2-c]pyridin-3-yl}-1H-pyrazol-1-yl)piperidine-1-carboxylate). As a reaction SMILES: [Cl:1][C:2]1[C:7]([F:8])=[CH:6][C:5]([F:9])=[C:4]([Cl:10])[C:3]=1[CH:11]([OH:13])[CH3:12].[C:14]([O:18][C:19]([N:21]1[CH2:26][CH2:25][CH:24]([N:27]2[CH:31]=[C:30]([C:32]3[C:36]4[CH:37]=[N:38][C:39]([N+:42]([O-:44])=[O:43])=[C:40](O)[C:35]=4[O:34][CH:33]=3)[CH:29]=[N:28]2)[CH2:23][CH2:22]1)=[O:20])([CH3:17])([CH3:16])[CH3:15].C1C=CC(P(C2C=CC=CC=2)C2C=CC=CC=2)=CC=1.N(C(OC(C)C)=O)=NC(OC(C)C)=O.CC(OC(/N=N/C(OC(C)C)=O)=O)C>C1COCC1>[Cl:1][C:2]1[C:7]([F:8])=[CH:6][C:5]([F:9])=[C:4]([Cl:10])[C:3]=1[CH:11]([O:13][C:40]1[C:35]2[O:34][CH:33]=[C:32]([C:30]3[CH:29]=[N:28][N:27]([CH:24]4[CH2:23][CH2:22][N:21]([C:19]([O:18][C:14]([CH3:17])([CH3:16])[CH3:15])=[O:20])[CH2:26][CH2:25]4)[CH:31]=3)[C:36]=2[CH:37]=[N:38][C:39]=1[N+:42]([O-:44])=[O:43])[CH3:12]. Procedure: 1-(2,6-Dichloro-3,5-difluorophenyl)ethanol (133 mg, 0.586 mmol), 4-[4-(7-Hydroxy-6-nitrofuro[3,2-c]pyridin-3-yl)-pyrazol-1-yl]-piperidine-1-carboxylic acid tert-butyl ester (250 mg, 0.52 mmol), PPh3 (410 mg, 1.60 mmol) and THF (20 mL) was added to a dry round bottom flask. Diisopropyl azodicarboxylate (320 mg, 1.60 mmol) was added and the reaction mixture was heated at 40° C. More DIAD (320 mg, 1.60 mmol) was then added and the reaction mixture was heated at 40° C. for 2 h. Purification by flash...